This data is from the Open Reaction Database (ORD), a public repository of structured organic reaction records. The task is: describe an organic reaction: reactants, conditions, products, and yield Starting materials: F[B-](F)(F)F, C1CCOC1, CC#N, CI, [O-][N+]12CCN(CC1)CC2, C1C[NH+]2CC[NH+]1CC2, [Na+], OO. Yields the product F[B-](F)(F)F, CO[N+]12CCN(CC1)CC2. As a reaction SMILES: [B-:22]([F:23])([F:24])([F:25])[F:26].[CH2:28]1[O:29][CH2:30][CH2:31][CH2:32]1.[CH3:33][C:34]#[N:35].[I:20][CH3:21].[N:11]12[CH2:12][CH2:13][N+:14]([O-:19])([CH2:15][CH2:16]1)[CH2:17][CH2:18]2.[NH+:1]12[CH2:2][CH2:8][NH+:5]([CH2:4][CH2:3]1)[CH2:6][CH2:7]2.[Na+:27].[OH:9][OH:10]>>[B-:22]([F:23])([F:24])([F:25])[F:26].[CH3:2][O:19][N+:14]12[CH2:13][CH2:12][N:11]([CH2:16][CH2:15]1)[CH2:18][CH2:17]2.